From a dataset of the Open Reaction Database (ORD), a public repository of structured organic reaction records. describe an organic reaction: reactants, conditions, products, and yield Reactants: C1=C(C=CC2=CC(=CC=C12)O)O (2,6-naphthalenediol), C (charcoal), [Na] (sodium), BrCCCCCC (1-Bromohexane). The solvent is CO (methanol), CO (methanol). The product is C(CCCCC)OC1=CC2=CC=C(C=C2C=C1)OCCCCCC (2,6-Dihexyloxy-naphthalene). Reaction SMILES: [Na].[CH:2]1[C:11]2[C:6](=[CH:7][C:8]([OH:12])=[CH:9][CH:10]=2)[CH:5]=[CH:4][C:3]=1[OH:13].Br[CH2:15][CH2:16][CH2:17][CH2:18][CH2:19][CH3:20].[CH4:21]>CO>[CH2:15]([O:13][C:3]1[CH:4]=[CH:5][C:6]2[C:11](=[CH:10][CH:9]=[C:8]([O:12][CH2:21][CH2:4][CH2:3][CH2:2][CH2:11][CH3:10])[CH:7]=2)[CH:2]=1)[CH2:16][CH2:17][CH2:18][CH2:19][CH3:20] |^1:0|. Procedure details: A solution of sodium (3.04 g, 132 mmol) in dry methanol (60 ml) was refluxed for 30 minutes and cooled. A solution of 2,6-naphthalenediol (9.0 g, 56.2 mmol) in dry methanol (40 ml) was added and the mixture refluxed for 30 minutes and cooled. 1-Bromohexane (17.5 ml, 125 mmol) was added and the reaction mixture was refluxed under an argon atmosphere for 19 h. The solvent was evaporated and ether (250 ml) was added. It was washed with aqueous sodium hydroxide solution (10%, 100 ml) and water (2×10... Reactants: C1CCOC1, CS(=O)(=O)Cl, Cl, CC(C)(C)C(N)C(=O)O, [Na+], [OH-], O. Yields the product CC(C)(C)C(NS(C)(=O)=O)C(=O)O. RXN SMILES: [CH2:18]1[O:19][CH2:20][CH2:21][CH2:22]1.[CH3:1][S:2]([Cl:3])(=[O:4])=[O:5].[ClH:17].[NH2:8][CH:9]([C:10]([CH3:11])([CH3:12])[CH3:13])[C:14](=[O:15])[OH:16].[Na+:7].[OH-:6].[OH2:23]>>[CH3:1][S:2](=[O:4])(=[O:5])[NH:8][CH:9]([C:10]([CH3:11])([CH3:12])[CH3:13])[C:14](=[O:15])[OH:16]. The reactants are CC(=O)[O-], CC(=O)OC(C)=O, [Na+], [Na+], [OH-], O, COCCOC1c2ccn3c(C)c(C)nc3c2NC(c2ccccc2)C1O. Product: COCCOC1c2ccn3c(C)c(C)nc3c2NC(c2ccccc2)C1OC(C)=O. Reaction SMILES: [CH3:29][C:30]([O-:31])=[O:32].[CH3:33][C:34]([O:35][C:36](=[O:37])[CH3:38])=[O:39].[Na+:28].[Na+:41].[OH-:40].[OH2:42].[OH:1][CH:2]1[CH:3]([c:22]2[cH:23][cH:24][cH:25][cH:26][cH:27]2)[NH:4][c:5]2[c:6]3[n:7]([cH:8][cH:9][c:10]2[CH:11]1[O:12][CH2:13][CH2:14][O:15][CH3:16])[c:17]([CH3:21])[c:18]([CH3:20])[n:19]3>>[O:1]([CH:2]1[CH:3]([c:22]2[cH:23][cH:24][cH:25][cH:26][cH:27]2)[NH:4][c:5]2[c:6]3[n:7]([cH:8][cH:9][c:10]2[CH:11]1[O:12][CH2:13][CH2:14][O:15][CH3:16])[c:17]([CH3:21])[c:18]([CH3:20])[n:19]3)[C:30]([CH3:29])=[O:31]. Reactants: [OH-].[Na+] (sodium hydroxide), CN(C(=O)NCCCCC)C=1C=C(C=CC1)C1=C(C=C(C=C1)CCC(=O)OC)OCCCCC (methyl 3-[3′-(1-methyl-3-pentylureido)-2-pentyloxybiphenyl-4-yl]propanoate). Run in O1CCCC1.CO (tetrahydrofuran methanol). Product: CN(C(=O)NCCCCC)C=1C=C(C=CC1)C1=C(C=C(C=C1)CCC(=O)O)OCCCCC (3-[3′-(1-methyl-3-pentylureido)-2-pentyloxybiphenyl-4-yl]propanoic acid). Yield: 74.0%. RXN SMILES: [OH-].[Na+].[CH3:3][N:4]([C:13]1[CH:14]=[C:15]([C:19]2[CH:24]=[CH:23][C:22]([CH2:25][CH2:26][C:27]([O:29]C)=[O:28])=[CH:21][C:20]=2[O:31][CH2:32][CH2:33][CH2:34][CH2:35][CH3:36])[CH:16]=[CH:17][CH:18]=1)[C:5]([NH:7][CH2:8][CH2:9][CH2:10][CH2:11][CH3:12])=[O:6]>O1CCCC1.CO>[CH3:3][N:4]([C:13]1[CH:14]=[C:15]([C:19]2[CH:24]=[CH:23][C:22]([CH2:25][CH2:26][C:27]([OH:29])=[O:28])=[CH:21][C:20]=2[O:31][CH2:32][CH2:33][CH2:34][CH2:35][CH3:36])[CH:16]=[CH:17][CH:18]=1)[C:5]([NH:7][CH2:8][CH2:9][CH2:10][CH2:11][CH3:12])=[O:6] |f:0.1,3.4|. Procedure details: In a manner similar to that of Example (19g), by reaction of 400 mg (10 mmol, 10 eq) of sodium hydroxide and methyl 3-[3′-(1-methyl-3-pentylureido)-2-pentyloxybiphenyl-4-yl]propanoate, obtained in the preceding step, in 10 ml of a tetrahydrofuran/methanol mixture (8/2), and after crystallization from pentane, 312 mg of 3-[3′-(1-methyl-3-pentylureido)-2-pentyloxybiphenyl-4-yl]propanoic acid are obtained in the form of a white powder (m.p.=83° C.). Yield=74% over the two steps. The reactants are NC1C(N(C2=C(C3=NN=CN13)C=CC=C2)CC(=O)N(C2=CC=CC=C2)C(C)C)=O (2-(4-Amino-5-oxo-4,5-dihydro-1,2,3a,6-tetraaza-benzo[e]azulen-6-yl)-N-isopropyl-N-phenyl-acetamide), Intermediate 36, C1(=CC=CC=C1)N=C=O (phenyl isocyanate). Solvent: C(Cl)Cl (DCM). Conditions: time 8 hour. Yields the product C(C)(C)N(C(CN1C2=C(C3=NN=CN3C(C1=O)NC(=O)NC1=CC=CC=C1)C=CC=C2)=O)C2=CC=CC=C2 (N-Isopropyl-N-phenyl-2-[5-oxo-4-(3-phenyl-ureido)-4,5-dihydro-1,2,3a,6-tetraaza-benzo[e]azulen-6-yl]-acetamide). The yield is 45.7%. As a reaction SMILES: [NH2:1][CH:2]1[N:11]2[C:7](=[N:8][N:9]=[CH:10]2)[C:6]2[CH:12]=[CH:13][CH:14]=[CH:15][C:5]=2[N:4]([CH2:16][C:17]([N:19]([CH:26]([CH3:28])[CH3:27])[C:20]2[CH:25]=[CH:24][CH:23]=[CH:22][CH:21]=2)=[O:18])[C:3]1=[O:29].[C:30]1([N:36]=[C:37]=[O:38])[CH:35]=[CH:34][CH:33]=[CH:32][CH:31]=1>C(Cl)Cl>[CH:26]([N:19]([C:20]1[CH:21]=[CH:22][CH:23]=[CH:24][CH:25]=1)[C:17](=[O:18])[CH2:16][N:4]1[C:3](=[O:29])[CH:2]([NH:1][C:37]([NH:36][C:30]2[CH:35]=[CH:34][CH:33]=[CH:32][CH:31]=2)=[O:38])[N:11]2[C:7](=[N:8][N:9]=[CH:10]2)[C:6]2[CH:12]=[CH:13][CH:14]=[CH:15][C:5]1=2)([CH3:27])[CH3:28]. Procedure details: A mixture of 2-(4-Amino-5-oxo-4,5-dihydro-1,2,3a,6-tetraaza-benzo[e]azulen-6-yl)-N-isopropyl-N-phenyl-acetamide (140 mg, 0.361 mmol), prepared as in Intermediate 36, and phenyl isocyanate (39.2 uL, 0.361 mmol) in 5 mL dry DCM is stirred at ambient temperature under nitrogen overnight. After concentrating in vacuo, the residue is chromatographed on flash grade silica gel using 95% ethyl acetate in n-hexane. The fractions containing the product are combined, concentrated in vacuo, and triturated w... Starting materials: CN(C)C=O, COc1cc([N+](=O)[O-])ccc1C(F)(F)F, CCOC(C)=O, [Cl-], [Li+]. Yields the product O=[N+]([O-])c1ccc(C(F)(F)F)c(O)c1. Reaction SMILES: [CH3:18][N:19]([CH3:20])[CH:21]=[O:22].[CH3:1][O:2][c:3]1[c:4]([C:12]([F:13])([F:14])[F:15])[cH:5][cH:6][c:7]([N+:9](=[O:10])[O-:11])[cH:8]1.[CH3:23][CH2:24][O:25][C:26](=[O:27])[CH3:28].[Cl-:17].[Li+:16]>>[OH:2][c:3]1[c:4]([C:12]([F:13])([F:14])[F:15])[cH:5][cH:6][c:7]([N+:9](=[O:10])[O-:11])[cH:8]1. Starting materials: [BH4-], ClCCl, [Li+], COC(=O)Cc1cccc(N2CCNC2=O)c1, O. Yields the product O=C1NCCN1c1cccc(CCO)c1. As a reaction SMILES: [BH4-:18].[Cl:21][CH2:22][Cl:23].[Li+:19].[O:1]=[C:2]1[N:3]([c:7]2[cH:8][c:9]([CH2:13][C:14](=[O:15])[O:16][CH3:17])[cH:10][cH:11][cH:12]2)[CH2:4][CH2:5][NH:6]1.[OH2:20]>>[O:1]=[C:2]1[N:3]([c:7]2[cH:8][c:9]([CH2:13][CH2:14][OH:15])[cH:10][cH:11][cH:12]2)[CH2:4][CH2:5][NH:6]1. The reactants are ClCCCN1S(N2CCCC3=CC=CC1=C23)(=O)=O (1-(3-chloropropyl)-5,6-dihydro(1H,4H)-1,2,5-thiadiazolo[4,3,2-ij]quinoline 2,2-dioxide), FC=1C=C2C(=CNC2=CC1)C=1CCNCC1 (4-(5-fluoro-3-indolyl)-1,2,3,6-tetrahydropyridine), C([O-])(O)=O.[Na+] (sodium bicarbonate). Run in CN(C=O)C (dimethylformamide), O1CCCC1 (tetrahydrofuran). Conditions: time 48 hour. Product: FC=1C=C2C(=CNC2=CC1)C=1CCN(CC1)CCCN1S(N2CCCC3=CC=CC1=C23)(=O)=O (1-[3-(4-(5-fluoro-3-indolyl)-1,2,3,6-tetrahydro-1-pyridyl)propyl]-5,6-dihydro(1H,4H)-1,2,5-thiadiazolo[4,3,2-ij]quinoline 2,2-dioxide). Isolated yield 40.4%. RXN SMILES: Cl[CH2:2][CH2:3][CH2:4][N:5]1[C:15]2=[C:16]3[C:11](=[CH:12][CH:13]=[CH:14]2)[CH2:10][CH2:9][CH2:8][N:7]3[S:6]1(=[O:18])=[O:17].[F:19][C:20]1[CH:21]=[C:22]2[C:26](=[CH:27][CH:28]=1)[NH:25][CH:24]=[C:23]2[C:29]1[CH2:30][CH2:31][NH:32][CH2:33][CH:34]=1.C(=O)(O)[O-].[Na+]>CN(C)C=O.O1CCCC1>[F:19][C:20]1[CH:21]=[C:22]2[C:26](=[CH:27][CH:28]=1)[NH:25][CH:24]=[C:23]2[C:29]1[CH2:30][CH2:31][N:32]([CH2:2][CH2:3][CH2:4][N:5]2[C:15]3=[C:16]4[C:11](=[CH:12][CH:13]=[CH:14]3)[CH2:10][CH2:9][CH2:8][N:7]4[S:6]2(=[O:18])=[O:17])[CH2:33][CH:34]=1 |f:2.3|. Procedure details: The operation is as in Example 3, starting with 1-(3-chloropropyl)-5,6-dihydro(1H,4H)-1,2,5-thiadiazolo[4,3,2-ij]quinoline 2,2-dioxide (3.8 g), 4-(5-fluoro-3-indolyl)-1,2,3,6-tetrahydropyridine (2.9 g) and sodium bicarbonate (3.3 g) in a mixture of dimethylformamide (40 cc) and tetrahydrofuran (25 cc). The mixture is heated to boiling for 48 hours and is then cooled to a temperature close to 20° C. After purification by flash chromatography on a silica column, under a stream of argon at moderate...